From a dataset of the Open Reaction Database (ORD), a public repository of structured organic reaction records. describe an organic reaction: reactants, conditions, products, and yield Starting materials: Nc1cnc(OCC(F)(F)F)c(C2CCCC2)c1, O=C(O)c1ccccc1. The product is O=C(Nc1cnc(OCC(F)(F)F)c(C2CCCC2)c1)c1ccccc1. Reaction SMILES: [CH:1]1([c:6]2[cH:7][c:8]([NH2:18])[cH:9][n:10][c:11]2[O:12][CH2:13][C:14]([F:15])([F:16])[F:17])[CH2:2][CH2:3][CH2:4][CH2:5]1.[OH:19][C:20](=[O:21])[c:22]1[cH:23][cH:24][cH:25][cH:26][cH:27]1>>[CH:1]1([c:6]2[cH:7][c:8]([NH:18][C:20](=[O:19])[c:22]3[cH:23][cH:24][cH:25][cH:26][cH:27]3)[cH:9][n:10][c:11]2[O:12][CH2:13][C:14]([F:15])([F:16])[F:17])[CH2:2][CH2:3][CH2:4][CH2:5]1. Starting materials: FC1=CC=C(C=C1)C1C(CNCC1)OCC1=CC2=CC=CC=C2C=C1O ((3RS,4RS)-4-(4-Fluorophenyl)-3-(3-hydroxy-naphthalen-2-ylmethoxy)-piperidine), C(#N)C1=CC=C(C=C1)C1C(CN(CC1)C(=O)OC(C)(C)C)OCC1=CC2=CC=CC=C2C=C1 (tert-butyl (3RS,4RS)-4-(4-cyano-phenyl)-3-(naphthalen-2-ylmethoxy)-piperidine-1-carboxylate). The solvent is O1CCCC1 (tetrahydrofuran), O1CCCC1 (tetrahydrofuran). Yields the product NCC1=CC=C(C=C1)C1C(CN(CC1)C(=O)OC(C)(C)C)OCC1=CC2=CC=CC=C2C=C1 (tert-butyl (3RS,4RS)-4-(4-aminomethyl-phenyl)-3-(naphthalen-2-ylmethoxy)-piperidine-1-carboxylate). Yield: 79.0%. Reaction SMILES: FC1C=CC(C2CCNCC2OCC2C(O)=CC3C(=CC=CC=3)C=2)=CC=1.[C:27]([C:29]1[CH:34]=[CH:33][C:32]([CH:35]2[CH2:40][CH2:39][N:38]([C:41]([O:43][C:44]([CH3:47])([CH3:46])[CH3:45])=[O:42])[CH2:37][CH:36]2[O:48][CH2:49][C:50]2[CH:59]=[CH:58][C:57]3[C:52](=[CH:53][CH:54]=[CH:55][CH:56]=3)[CH:51]=2)=[CH:31][CH:30]=1)#[N:28]>O1CCCC1>[NH2:28][CH2:27][C:29]1[CH:34]=[CH:33][C:32]([CH:35]2[CH2:40][CH2:39][N:38]([C:41]([O:43][C:44]([CH3:47])([CH3:45])[CH3:46])=[O:42])[CH2:37][CH:36]2[O:48][CH2:49][C:50]2[CH:59]=[CH:58][C:57]3[C:52](=[CH:53][CH:54]=[CH:55][CH:56]=3)[CH:51]=2)=[CH:31][CH:30]=1. Procedure details: A solution of 1 33 mg (0.301 mmol) of tert-butyl (3RS,4RS)-4-(4-cyano-phenyl)-3-(naphthalen-2-ylmethoxy)-piperidine-1-carboxylate in 0.5 ml of tetrahydrofuran was treated with 1.5 ml (1.5 mmol) of a 1M borane-tetrahydrofuran complex solution in tetrahydrofuran and the mixture was heated to reflux under argon for 6 hours. The reaction mixture was partitioned between methylene chloride and water, the organic phase was dried over magnesium sulphate and finally the solvent was removed under reduced ... Starting materials: BrC1=CC(=C(C=C1)NCC)C(C)(C)C ((4-bromo-2-tert-butylphenyl)-ethylamine), ICC (iodoethane), [Cl-].[NH4+] (ammonium chloride), [H-].[Na+] (sodium hydride). The solvent is CS(=O)C (DMSO). Run at temperature 0 celsius, time 30 minute. Yields the product BrC1=CC(=C(C=C1)N(CC)CC)C(C)(C)C ((4-bromo-2-tert-butylphenyl)diethylamine), oil. The yield is 63.0%. Reaction SMILES: [Br:1][C:2]1[CH:7]=[CH:6][C:5]([NH:8][CH2:9][CH3:10])=[C:4]([C:11]([CH3:14])([CH3:13])[CH3:12])[CH:3]=1.[H-].[Na+].I[CH2:18][CH3:19].[Cl-].[NH4+]>CS(C)=O>[Br:1][C:2]1[CH:7]=[CH:6][C:5]([N:8]([CH2:18][CH3:19])[CH2:9][CH3:10])=[C:4]([C:11]([CH3:13])([CH3:12])[CH3:14])[CH:3]=1 |f:1.2,4.5|. Procedure: 5 g (20 mmol) of (4-bromo-2-tert-butylphenyl)-ethylamine are dissolved, under a stream of nitrogen, in 200 ml of DMSO. After cooling to 0° C., 1.7 g (43 mmol) of sodium hydride are added slowly. After 30 minutes, 3.4 ml (43 mmol) of iodoethane are added and the mixture is then brought back to ambient temperature and stirred for an entire weekend. It is then poured into a saturated solution of ammonium chloride and extracted twice with diethyl ether. The organic phase is washed with water and the...